This data is from the Open Reaction Database (ORD), a public repository of structured organic reaction records. The task is: describe an organic reaction: reactants, conditions, products, and yield The reactants are Cc1ccccc1, CCO, CCCOc1c(B(O)O)cc(C(C)C)cc1C(C)C, O=Cc1cc2c(I)cccc2s1, [Na+], [Na+], O=C([O-])[O-], O, c1ccc(P(c2ccccc2)(c2ccccc2)[Pd](P(c2ccccc2)(c2ccccc2)c2ccccc2)(P(c2ccccc2)(c2ccccc2)c2ccccc2)P(c2ccccc2)(c2ccccc2)c2ccccc2)cc1. Product: CCCOc1c(-c2cccc3sc(C=O)cc23)cc(C(C)C)cc1C(C)C. Reaction SMILES: [CH3:39][c:40]1[cH:41][cH:42][cH:43][cH:44][cH:45]1.[CH3:46][CH2:47][OH:48].[CH:1]([CH3:2])([CH3:3])[c:4]1[c:5]([O:16][CH2:17][CH2:18][CH3:19])[c:6]([B:13]([OH:14])[OH:15])[cH:7][c:8]([CH:10]([CH3:11])[CH3:12])[cH:9]1.[CH:20](=[O:21])[c:22]1[cH:23][c:24]2[c:25]([s:26]1)[cH:27][cH:28][cH:29][c:30]2[I:31].[Na+:32].[Na+:33].[O-:34][C:35](=[O:36])[O-:37].[OH2:38].[cH:49]1[cH:50][cH:51][c:52]([P:53]([Pd:54]([P:55]([c:56]2[cH:57][cH:58][cH:59][cH:60][cH:61]2)([c:62]2[cH:63][cH:64][cH:65][cH:66][cH:67]2)[c:68]2[cH:69][cH:70][cH:71][cH:72][cH:73]2)([P:74]([c:75]2[cH:76][cH:77][cH:78][cH:79][cH:80]2)([c:81]2[cH:82][cH:83][cH:84][cH:85][cH:86]2)[c:87]2[cH:88][cH:89][cH:90][cH:91][cH:92]2)[P:93]([c:94]2[cH:95][cH:96][cH:97][cH:98][cH:99]2)([c:100]2[cH:101][cH:102][cH:103][cH:104][cH:105]2)[c:106]2[cH:107][cH:108][cH:109][cH:110][cH:111]2)([c:112]2[cH:113][cH:114][cH:115][cH:116][cH:117]2)[c:118]2[cH:119][cH:120][cH:121][cH:122][cH:123]2)[cH:124][cH:125]1>>[CH:1]([CH3:2])([CH3:3])[c:4]1[c:5]([O:16][CH2:17][CH2:18][CH3:19])[c:6](-[c:30]2[c:24]3[cH:23][c:22]([CH:20]=[O:21])[s:26][c:25]3[cH:27][cH:28][cH:29]2)[cH:7][c:8]([CH:10]([CH3:11])[CH3:12])[cH:9]1. Reactants: CO, FC(F)(F)Sc1ccc(C=Cc2nc(CCl)co2)cc1, [I-], [K+], Oc1ccc(CCCCn2ccnn2)cc1. The product is FC(F)(F)Sc1ccc(C=Cc2nc(COc3ccc(CCCCn4ccnn4)cc3)co2)cc1. As a reaction SMILES: [CH3:39][OH:40].[Cl:1][CH2:2][c:3]1[n:4][c:5]([CH:8]=[CH:9][c:10]2[cH:11][cH:12][c:13]([S:16][C:17]([F:18])([F:19])[F:20])[cH:14][cH:15]2)[o:6][cH:7]1.[I-:38].[K+:37].[n:21]1([CH2:26][CH2:27][CH2:28][CH2:29][c:30]2[cH:31][cH:32][c:33]([OH:36])[cH:34][cH:35]2)[n:22][n:23][cH:24][cH:25]1>>[CH2:2]([c:3]1[n:4][c:5]([CH:8]=[CH:9][c:10]2[cH:11][cH:12][c:13]([S:16][C:17]([F:18])([F:19])[F:20])[cH:14][cH:15]2)[o:6][cH:7]1)[O:36][c:33]1[cH:32][cH:31][c:30]([CH2:29][CH2:28][CH2:27][CH2:26][n:21]2[n:22][n:23][cH:24][cH:25]2)[cH:35][cH:34]1. Starting materials: OCC(=O)C1=CC=CC=C1 (2-hydroxyacetophenone), S1C(=NC=C1)C=O (thiazole-2-carbaldehyde), O([Na])C (NaOCH3). The solvent is C1CCOC1 (THF). The product is C1(=CC=CC=C1)C=CC(=O)C1=CC=CC=C1 (chalcone). Isolated yield 27.0%. As a reaction SMILES: O[CH2:2][C:3]([C:5]1[CH:10]=[CH:9][CH:8]=[CH:7][CH:6]=1)=O.S1C=CN=[C:12]1[CH:16]=O.[O:18]([CH3:20])[Na]>C1COCC1>[C:5]1([CH:3]=[CH:2][C:20]([C:16]2[CH:12]=[CH:6][CH:5]=[CH:3][CH:2]=2)=[O:18])[CH:10]=[CH:9][CH:8]=[CH:7][CH:6]=1. Reported procedure: 2.29 g (16.8 mmol) of 2-hydroxyacetophenone, 1.8 g of thiazole-2-carbaldehyde (15.9 mmol), and 10 ml of 25% wt NaOCH3 were reacted in 50 ml of dry THF to give 0.254 g (27%) of chalcone after purification. 1H NMR (300 MHz, CDCl3): δ 12.62 (s, 1H), 8.08-7.94 (m, 4H), 7.57-7.51 (m, 2H), 7.06 (d, d, J=1.2, 8.4 Hz, 1H), 6.98 (d, d, d, J=1.2, 7.2, 8.1 Hz, 1H). The reactants are FC1=CC=C(C=C1)S(=O)(=O)Cl (4-fluorobenzenesulfonyl chloride), C(C)(=O)N1CCC2=CC=C(C=C12)N (1-acetyl-6-aminoindoline), N1=CC=CC=C1 (pyridine), resultant mixture. Product: FC=1C=C(C=CC1)C=CC1=CNC2=CC=CC=C12 (3-[2-(3-Fluorophenyl)vinyl]indole). RXN SMILES: [F:1][C:2]1[CH:7]=[CH:6][C:5](S(Cl)(=O)=O)=[CH:4][CH:3]=1.C([N:15]1[C:23]2[C:18](=[CH:19][CH:20]=[C:21](N)[CH:22]=2)[CH2:17][CH2:16]1)(=O)C.N1C=CC=[CH:27][CH:26]=1>>[F:1][C:2]1[CH:7]=[C:6]([CH:26]=[CH:27][C:17]2[C:18]3[C:23](=[CH:22][CH:21]=[CH:20][CH:19]=3)[NH:15][CH:16]=2)[CH:5]=[CH:4][CH:3]=1. Procedure details: Under ice cooling, 4-fluorobenzenesulfonyl chloride (1.4 g) was added dropwise into a solution (10 ml) of 1-acetyl-6-aminoindoline (1.0 g) in pyridine followed by stirring the resultant mixture for 30 min. After concentrating it under reduced pressure, 5 N hydrochloric acid was added thereto and the resultant mixture was heated under reflux for 5 hr. Then the reaction solution was basified with a conc. aqueous solution of sodium hydroxide and extracted with ethyl acetate. The organic layer was w... Isolated yield 82.0%. Reactants: CCN=C=NCCCN(C)C, COCC(COC)n1cc(C(=O)O)c(=O)c2cc(I)ccc21, CN1CCOCC1, ClCCl, Cl, CC(C)(C)OC(=O)N1CCNCC1, Oc1cccc2[nH]nnc12. Product: COCC(COC)n1cc(C(=O)N2CCN(C(=O)OC(C)(C)C)CC2)c(=O)c2cc(I)ccc21. As a reaction SMILES: [CH2:54]([N:55]=[C:56]=[N:57][CH2:58][CH2:59][CH2:60][N:61]([CH3:62])[CH3:63])[CH3:64].[CH3:1][O:2][CH2:3][CH:4]([CH2:5][O:6][CH3:7])[n:8]1[cH:9][c:10]([C:20](=[O:21])[OH:22])[c:11](=[O:19])[c:12]2[cH:13][c:14]([I:18])[cH:15][cH:16][c:17]12.[CH3:46][N:47]1[CH2:48][CH2:49][O:50][CH2:51][CH2:52]1.[Cl:65][CH2:66][Cl:67].[ClH:53].[N:23]1([C:29](=[O:30])[O:31][C:32]([CH3:33])([CH3:34])[CH3:35])[CH2:24][CH2:25][NH:26][CH2:27][CH2:28]1.[OH:36][c:37]1[c:38]2[n:39][n:40][nH:41][c:42]2[cH:43][cH:44][cH:45]1>>[CH3:1][O:2][CH2:3][CH:4]([CH2:5][O:6][CH3:7])[n:8]1[cH:9][c:10]([C:20](=[O:21])[N:26]2[CH2:25][CH2:24][N:23]([C:29](=[O:30])[O:31][C:32]([CH3:33])([CH3:34])[CH3:35])[CH2:28][CH2:27]2)[c:11](=[O:19])[c:12]2[cH:13][c:14]([I:18])[cH:15][cH:16][c:17]12.